The task is: describe an organic reaction: reactants, conditions, products, and yield. This data is from the Open Reaction Database (ORD), a public repository of structured organic reaction records. The reactants are CCCCCCC, CCOC(C)=O, CCCC=C1CCNCC1, CC(CI)CN1C(=O)COc2cc(F)ccc21. Yields the product CCCC=C1CCN(CC(C)CN2C(=O)COc3cc(F)ccc32)CC1. Reaction SMILES: [CH3:28][CH2:29][CH2:30][CH2:31][CH2:32][CH2:33][CH3:34].[CH3:35][CH2:36][O:37][C:38]([CH3:39])=[O:40].[CH:18]([CH2:19][CH2:20][CH3:21])=[C:22]1[CH2:23][CH2:24][NH:25][CH2:26][CH2:27]1.[F:1][c:2]1[cH:3][c:4]2[c:5]([cH:16][cH:17]1)[N:6]([CH2:11][CH:12]([CH2:13][I:14])[CH3:15])[C:7](=[O:10])[CH2:8][O:9]2>>[F:1][c:2]1[cH:3][c:4]2[c:5]([cH:16][cH:17]1)[N:6]([CH2:11][CH:12]([CH2:13][N:25]1[CH2:24][CH2:23][C:22](=[CH:18][CH2:19][CH2:20][CH3:21])[CH2:27][CH2:26]1)[CH3:15])[C:7](=[O:10])[CH2:8][O:9]2. The reactants are N1=CC=C(C2=CC=CC=C12)C=O (quinoline-4-aldehyde), C(C)OC(CC(N)=N)=O (amidinoacetic acid ethyl ester). Solvent: C(C)O (ethanol), C(C)O (ethanol). The product is C(C)OC(=O)C1=C(NC(=C(C1C1=CC=NC2=CC=CC=C12)C(=O)OCC)N)N (2,6-diamino-4-(quinol-4-yl)-1,4-dihydropyridine-3,5-dicarboxylic acid diethyl ester). The yield is 58.0%. RXN SMILES: [N:1]1[C:10]2[C:5](=[CH:6][CH:7]=[CH:8][CH:9]=2)[C:4]([CH:11]=O)=[CH:3][CH:2]=1.[CH2:13]([O:15][C:16](=[O:21])[CH2:17][C:18](=[NH:20])[NH2:19])[CH3:14]>C(O)C>[CH2:13]([O:15][C:16]([C:17]1[CH:11]([C:4]2[C:5]3[C:10](=[CH:9][CH:8]=[CH:7][CH:6]=3)[N:1]=[CH:2][CH:3]=2)[C:17]([C:16]([O:15][CH2:13][CH3:14])=[O:21])=[C:18]([NH2:19])[NH:20][C:18]=1[NH2:19])=[O:21])[CH3:14]. Procedure: Upon heating a solution of 7.8 g quinoline-4-aldehyde and 13.0 g amidinoacetic acid ethyl ester in 200 ml ethanol for two hours, 2,6-diamino-4-(quinol-4-yl)-1,4-dihydropyridine-3,5-dicarboxylic acid diethyl ester of m.p. 145° (ethanol) is obtained. Procedure details: A mixture of 120.0 g (456 mmol) 2-methylsulfanyl-4-(4-nitrophenoxy)-pyrimidine, 1200 ml ethanol, 1200 ml THF, and 24.0 g 10% palladium/C is hydrogenated at 46 mbar hydrogen pressure at r.t. for 8 h. The catalyst was removed by filtration, washed with 600 ml ethanol, then 300 ml THF and the combined filtrates evaporated. The residue was dissolved in a mixture of 700 ml ethyl acetate and 300 ml THF. The solution was dried over sodium sulphate and evaporated. The residue was stirred with 250 ml iso... The reagents and catalysts are [Pd] (palladium). Starting materials: CSC1=NC=CC(=N1)OC1=CC=C(C=C1)[N+](=O)[O-] (2-methylsulfanyl-4-(4-nitrophenoxy)-pyrimidine), C(C)O (ethanol), [H][H] (hydrogen). As a reaction SMILES: [CH3:1][S:2][C:3]1[N:8]=[C:7]([O:9][C:10]2[CH:15]=[CH:14][C:13]([N+:16]([O-])=O)=[CH:12][CH:11]=2)[CH:6]=[CH:5][N:4]=1.C(O)C.[H][H]>[Pd].C1COCC1>[CH3:1][S:2][C:3]1[N:8]=[C:7]([O:9][C:10]2[CH:15]=[CH:14][C:13]([NH2:16])=[CH:12][CH:11]=2)[CH:6]=[CH:5][N:4]=1. The product is CSC1=NC=CC(=N1)OC1=CC=C(C=C1)N (4-(2-Methylsulfanyl-pyrimidin-4-yloxy)-phenylamine). The yield is 96.4%. Run in C1CCOC1 (THF). Reactants: NCCc1ccccc1, CCN(C(C)C)C(C)C, ClCCl, O=C(Cl)c1ccc(F)c(F)c1. Yields the product O=C(NCCc1ccccc1)c1ccc(F)c(F)c1. RXN SMILES: [CH2:1]([CH2:2][c:3]1[cH:4][cH:5][cH:6][cH:7][cH:8]1)[NH2:9].[CH:10]([N:11]([CH2:12][CH3:13])[CH:14]([CH3:15])[CH3:16])([CH3:17])[CH3:18].[Cl:30][CH2:31][Cl:32].[F:19][c:20]1[cH:21][c:22]([C:23](=[O:24])[Cl:25])[cH:26][cH:27][c:28]1[F:29]>>[CH2:1]([CH2:2][c:3]1[cH:4][cH:5][cH:6][cH:7][cH:8]1)[NH:9][C:23]([c:22]1[cH:21][c:20]([F:19])[c:28]([F:29])[cH:27][cH:26]1)=[O:24]. Starting materials: COC1=CC=C(COCC2=NN=C3N2C2=C(C(=NC3)C3=CC=CC=C3)C=C(C=C2)Cl)C=C1 (1-[(p-methoxybenzyloxy)-methyl]-6-phenyl-8-chloro-4H-s-triazolo[4,3-a][1,4]benzodiazepine), Br (hydrobromic acid), [OH-].[Na+] (sodium hydroxide). Solvent: C(C)(=O)O (acetic acid). Reaction conditions: time 20 minute. Product: C1(=CC=CC=C1)C1=NCC=2N(C3=C1C=C(C=C3)Cl)C(=NN2)CO (6-phenyl-8-chloro-4-H-s-triazolo[4,3-a][1,4]benzodiazepine-1-methanol). Reaction SMILES: COC1C=CC(C[O:8][CH2:9][C:10]2[N:14]3[C:15]4[CH:29]=[CH:28][C:27]([Cl:30])=[CH:26][C:16]=4[C:17]([C:20]4[CH:25]=[CH:24][CH:23]=[CH:22][CH:21]=4)=[N:18][CH2:19][C:13]3=[N:12][N:11]=2)=CC=1.Br.[OH-].[Na+]>C(O)(=O)C>[C:20]1([C:17]2[C:16]3[CH:26]=[C:27]([Cl:30])[CH:28]=[CH:29][C:15]=3[N:14]3[C:10]([CH2:9][OH:8])=[N:11][N:12]=[C:13]3[CH2:19][N:18]=2)[CH:21]=[CH:22][CH:23]=[CH:24][CH:25]=1 |f:2.3|. Procedure details: To a solution of 3,0 g 1-[(p-methoxybenzyloxy)-methyl]-6-phenyl-8-chloro-4H-s-triazolo[4,3-a][1,4]benzodiazepine in 30 ml of glacial acetic acid is added at 25° 24 ml 48% aqueous hydrobromic acid. The reaction mixture is stirred for 20 minutes, neutralised with 30% sodium hydroxide solution and extracted with methylenechloride. The organic phase is separated, washed with water, dried over sodium sulphate and evaporated to dryness. The crystallisation of the residue from acetate-ether-petrol ethe...